Dataset: the Open Reaction Database (ORD), a public repository of structured organic reaction records. Task: describe an organic reaction: reactants, conditions, products, and yield Starting materials: FC1(CCC(CC1)CNC(=O)C=1C=2C=CC(=NC2C=CC1Cl)C=1CCN(CC1)C)F (6-chloro-2-(1-methyl-1,2,3,6-tetrahydro-pyridin-4-yl)-quinoline-5-carboxylic acid (4,4-difluoro-cyclohexylmethyl)-amide), C(C)[SiH](CC)CC (triethylsilane). The reagents and catalysts are [Pd] (palladium on carbon). Product: FC1(CCC(CC1)CNC(=O)C=1C=2C=CC(=NC2C=CC1Cl)C1CCN(CC1)C)F (6-Chloro-2-(1-methyl-piperidin-4-yl)-quinoline-5-carboxylic acid (4,4-difluoro-cyclohexyl methyl)-amide). As a reaction SMILES: [F:1][C:2]1([F:30])[CH2:7][CH2:6][CH:5]([CH2:8][NH:9][C:10]([C:12]2[C:13]3[CH:14]=[CH:15][C:16]([C:23]4[CH2:24][CH2:25][N:26]([CH3:29])[CH2:27][CH:28]=4)=[N:17][C:18]=3[CH:19]=[CH:20][C:21]=2[Cl:22])=[O:11])[CH2:4][CH2:3]1.C([SiH](CC)CC)C>[Pd]>[F:30][C:2]1([F:1])[CH2:7][CH2:6][CH:5]([CH2:8][NH:9][C:10]([C:12]2[C:13]3[CH:14]=[CH:15][C:16]([CH:23]4[CH2:24][CH2:25][N:26]([CH3:29])[CH2:27][CH2:28]4)=[N:17][C:18]=3[CH:19]=[CH:20][C:21]=2[Cl:22])=[O:11])[CH2:4][CH2:3]1. Procedure: The title compound was synthesized according to the procedure described in example 126 using 6-chloro-2-(1-methyl-1,2,3,6-tetrahydro-pyridin-4-yl)-quinoline-5-carboxylic acid (4,4-difluoro-cyclohexylmethyl)-amide, palladium on carbon and triethylsilane. 1H NMR (400 MHz, DMSO-d6) δ 8.80 (t, J=5.81 Hz, 1H), 8.05 (d, J=8.72 Hz, 1H), 7.98 (d, J=9.01 Hz, 1H), 7.78 (d, J=9.01 Hz, 1H), 7.61 (d, J=8.71 Hz, 1H), 3.27 (t, J=6.21 Hz, 4H), 3.04 (s, 1H), 2.69 (s, 2H), 2.58 (s, 3H), 2.03 (s, 6H), 1.74-1.86 (m... Reactants: COC1=C(C=CC=C1)[Mg]Br (2-methoxyphenylmagnesium bromide), C1(=CC=CC=C1)[Mg]Br (phenylmagnesium bromide), Cl (hydrochloric acid), ClP1OC2=C(C3=C1C=CC=C3)C=CC=C2 (6-chloro-6H-dibenz[c,e][1,2]oxa-phosphorine). Run in O1CCCC1 (tetrahydrofuran), O (water), O1CCCC1 (tetrahydrofuran), O1CCCC1 (tetrahydrofuran). Conditions: temperature 25 celsius. Yields the product OC1=C(C=CC=C1)C1=C(C=CC=C1)PC1=C(C=CC=C1)C1=C(C=CC=C1)OC (2'-hydroxy-2-[(2-methoxyphenylphenyl)phosphino]biphenyl). The yield is 98.9%. RXN SMILES: Cl[P:2]1[C:7]2[CH:8]=[CH:9][CH:10]=[CH:11][C:6]=2[C:5]2[CH:12]=[CH:13][CH:14]=[CH:15][C:4]=2[O:3]1.[CH3:16][O:17][C:18]1[CH:23]=[CH:22][CH:21]=[CH:20][C:19]=1[Mg]Br.[C:26]1([Mg]Br)[CH:31]=[CH:30][CH:29]=[CH:28][CH:27]=1.Cl>O1CCCC1.O>[OH:3][C:4]1[CH:15]=[CH:14][CH:13]=[CH:12][C:5]=1[C:6]1[CH:11]=[CH:10][CH:9]=[CH:8][C:7]=1[PH:2][C:26]1[CH:31]=[CH:30][CH:29]=[CH:28][C:27]=1[C:19]1[CH:20]=[CH:21][CH:22]=[CH:23][C:18]=1[O:17][CH3:16]. Procedure details: 23.5 g (100 mmol) of 6-chloro-6H-dibenz[c,e][1,2]oxa-phosphorine in 50 ml of anhydrous tetrahydrofuran are introduced, in an argon atmosphere with stirring, and a solution of 100 mmol of 2-methoxyphenylmagnesium bromide in tetrahydrofuran is added dropwise at -10° C. The mixture is slowly heated to 25° C. and stirred for 3 hours. A solution of 100 mmol of phenylmagnesium bromide in 150 ml of tetrahydrofuran is added dropwise and the mixture is then stirred for 5 hours at 65° C. The mixture is co... Reaction SMILES: [Br:1][c:2]1[cH:3][cH:4][c:5](-[c:22]2[cH:23][n:24][cH:25][cH:26][cH:27]2)[c:6]([C:7](=[O:8])[NH:9][CH2:10][c:11]2[cH:12][c:13]([O:19][CH3:20])[c:14]([O:17][CH3:18])[cH:15][cH:16]2)[cH:21]1.[C:39](=[O:40])([O-:41])[O-:42].[CH3:28][c:29]1[cH:30][c:31]([B:36]([OH:37])[OH:38])[cH:32][c:33]([CH3:35])[cH:34]1.[CH3:51][CH2:52][O:53][C:54]([CH3:55])=[O:56].[Cs+:43].[Cs+:44].[O:45]=[CH:46][N:47]([CH3:48])[CH3:49].[OH2:50]>>[c:2]1(-[c:31]2[cH:30][c:29]([CH3:28])[cH:34][c:33]([CH3:35])[cH:32]2)[cH:3][cH:4][c:5](-[c:22]2[cH:23][n:24][cH:25][cH:26][cH:27]2)[c:6]([C:7](=[O:8])[NH:9][CH2:10][c:11]2[cH:12][c:13]([O:19][CH3:20])[c:14]([O:17][CH3:18])[cH:15][cH:16]2)[cH:21]1. The reactants are COc1ccc(CNC(=O)c2cc(Br)ccc2-c2cccnc2)cc1OC, O=C([O-])[O-], Cc1cc(C)cc(B(O)O)c1, CCOC(C)=O, [Cs+], [Cs+], CN(C)C=O, O. The product is COc1ccc(CNC(=O)c2cc(-c3cc(C)cc(C)c3)ccc2-c2cccnc2)cc1OC. Reactants: BrC1=C2C=CN(C2=CC=C1)C1=NC(=NC=C1)S(=O)C (4-bromo-1-(2-methylsulfinyl-pyrimidin-4-yl)-1H-indole), C(C)OC(=O)C1CCC(CC1)N (4-amino-cyclohexanecarboxylic acid ethyl ester). Run in O1CCOCC1 (1,4-dioxane). Reaction conditions: temperature 110 celsius, time 5.5 hour. Product: C(C)OC(=O)C1CCC(CC1)NC1=NC=CC(=N1)N1C=CC2=C(C=CC=C12)Br (4-[4-(4-bromoindol-1-yl)-pyrimidin-2-ylamino]-cyclohexanecarboxylic acid ethyl ester). Isolated yield 88.6%. RXN SMILES: [Br:1][C:2]1[CH:10]=[CH:9][CH:8]=[C:7]2[C:3]=1[CH:4]=[CH:5][N:6]2[C:11]1[CH:16]=[CH:15][N:14]=[C:13](S(C)=O)[N:12]=1.[CH2:20]([O:22][C:23]([CH:25]1[CH2:30][CH2:29][CH:28]([NH2:31])[CH2:27][CH2:26]1)=[O:24])[CH3:21]>O1CCOCC1>[CH2:20]([O:22][C:23]([CH:25]1[CH2:30][CH2:29][CH:28]([NH:31][C:13]2[N:12]=[C:11]([N:6]3[C:7]4[C:3](=[C:2]([Br:1])[CH:10]=[CH:9][CH:8]=4)[CH:4]=[CH:5]3)[CH:16]=[CH:15][N:14]=2)[CH2:27][CH2:26]1)=[O:24])[CH3:21]. Procedure details: A mixture of 4-bromo-1-(2-methylsulfinyl-pyrimidin-4-yl)-1H-indole (4.98 g) and 4-amino-cyclohexanecarboxylic acid ethyl ester (5.07 g) in 1,4-dioxane (100 mL) was stirred at 110° C. under N2 for 5.5 h. The solvent was removed in vacuo to provide an oil, which solidified at RT. The product was flash chromatographed on silica, eluting with hexanes/EtOAc (7:3 to 6:4) to provide 4-[4-(4-bromoindol-1-yl)-pyrimidin-2-ylamino]-cyclohexanecarboxylic acid ethyl ester (5.82 g, 89%) as a white powder. The reactants are COC=1C=C(C=CC1OC(F)F)C1=NNC(SC1CC)=O (5-(3-methoxy-4-difluoromethoxyphenyl)-6-ethyl-3,6-dihydro-1,3,4-thiadiazin-2-one), ClCCN1CCOCC1 (1-chloro-2-morpholinoethane). Yields the product N1(CCCC1)CCN1C(SC(C(=N1)C1=CC(=C(C=C1)OCF)OC)CC)=O (2-pyrrolidinoethyl-5-(3-methoxy-4-fluoromethoxyphenyl)-6-ethyl-3,6-dihydro-1,3,4-thiadiazin-2-one). Reaction SMILES: [CH3:1][O:2][C:3]1[CH:4]=[C:5]([C:13]2[CH:18]([CH2:19][CH3:20])[S:17][C:16](=[O:21])[NH:15][N:14]=2)[CH:6]=[CH:7][C:8]=1[O:9][CH:10]([F:12])F.Cl[CH2:23][CH2:24][N:25]1[CH2:30][CH2:29]O[CH2:27][CH2:26]1>>[N:25]1([CH2:30][CH2:29][N:15]2[N:14]=[C:13]([C:5]3[CH:6]=[CH:7][C:8]([O:9][CH2:10][F:12])=[C:3]([O:2][CH3:1])[CH:4]=3)[CH:18]([CH2:19][CH3:20])[S:17][C:16]2=[O:21])[CH2:26][CH2:27][CH2:23][CH2:24]1. Reported procedure: of 5-(3-methoxy-4-difluoromethoxyphenyl)-6-ethyl-3,6-dihydro-1,3,4-thiadiazin-2-one with 1-chloro-2-morpholinoethane: Starting materials: CC(CN1CCCC1)(C)N1C=NC(=C1)NC(C(CCC)N)=O (2-Amino-pentanoic acid [1-(1,1-dimethyl-2-pyrrolidin-1-yl-ethyl)-1H-imidazol-4-yl]-amide), FC(C=1C=C(C=CC1)CC(C)=O)(F)F (1-(3-trifluoromethyl-phenyl)-propan-2-one). Yields the product CC(CN1CCCC1)(C)N1C=NC(=C1)NC(C(CCC)NC(CC1=CC(=CC=C1)C(F)(F)F)C)=O (2-[1-Methyl-2-(3-trifluoromethyl-phenyl)-ethylamino]-pentanoic acid [1-(1,1-dimethyl-2-pyrrolidin-1-yl-ethyl)-1H-imidazol-4-yl]-amide). RXN SMILES: [CH3:1][C:2]([N:10]1[CH:14]=[C:13]([NH:15][C:16](=[O:22])[CH:17]([NH2:21])[CH2:18][CH2:19][CH3:20])[N:12]=[CH:11]1)([CH3:9])[CH2:3][N:4]1[CH2:8][CH2:7][CH2:6][CH2:5]1.[F:23][C:24]([F:36])([F:35])[C:25]1[CH:26]=[C:27]([CH2:31][C:32](=O)[CH3:33])[CH:28]=[CH:29][CH:30]=1>>[CH3:1][C:2]([N:10]1[CH:14]=[C:13]([NH:15][C:16](=[O:22])[CH:17]([NH:21][CH:32]([CH3:33])[CH2:31][C:27]2[CH:28]=[CH:29][CH:30]=[C:25]([C:24]([F:23])([F:35])[F:36])[CH:26]=2)[CH2:18][CH2:19][CH3:20])[N:12]=[CH:11]1)([CH3:9])[CH2:3][N:4]1[CH2:8][CH2:7][CH2:6][CH2:5]1. Reported procedure: 2-Amino-pentanoic acid [1-(1,1-dimethyl-2-pyrrolidin-1-yl-ethyl)-1H-imidazol-4-yl]-amide was reacted with 1-(3-trifluoromethyl-phenyl)-propan-2-one to provide the title compound: C13 NMR (100 MHz, CDCl3) 14.0, 14.2, 19.1, 19.5, 20.0, 21.1, 24.3, 26.6, 26.6, 36.1, 36.5, 43.5, 44.1, 54.6, 55.2, 56.0, 59.1, 60.8, 61.1, 67.3, 104.6, 104.7, 123.4, 126.2, 129.0, 129.2, 131.1, 133.0, 137.2, 140.1, 172.3; MS m/z 494.3 (M+1). Starting materials: ClC1=CC=C(N=N1)C=1C=C(C#N)C=CC1 (3-(6-chloro-pyridazin-3-yl)-benzonitrile), O.NN (hydrazine hydrate). Run in N1=CC=CC=C1 (pyridine). Conditions: temperature 65 celsius, time 8 hour. Yields the product N(N)C1=CC=C(N=N1)C=1C=C(C#N)C=CC1 (3-(6-Hydrazino-pyridazin-3-yl)-benzonitrile). As a reaction SMILES: Cl[C:2]1[N:7]=[N:6][C:5]([C:8]2[CH:9]=[C:10]([CH:13]=[CH:14][CH:15]=2)[C:11]#[N:12])=[CH:4][CH:3]=1.O.[NH2:17][NH2:18]>N1C=CC=CC=1>[NH:17]([C:2]1[N:7]=[N:6][C:5]([C:8]2[CH:9]=[C:10]([CH:13]=[CH:14][CH:15]=2)[C:11]#[N:12])=[CH:4][CH:3]=1)[NH2:18] |f:1.2|. Reported procedure: A solution of 3-(6-chloro-pyridazin-3-yl)-benzonitrile (75.6 g, 350 mmol) in 900 mL of dried pyridine was cooled in an ice bath and 119.2 mL of hydrazine hydrate was added. The cooling was continued so as to keep the temperature below 30° C. at which time yellow needle separated. The mixture was then heated to 65° C. and stirred overnight. Then the mixture was concentrated and the residue was washed with water and Methanol to return the title compound (60 g, 81%) as a yellow solid. 1H NMR (300 M...